This data is from the Open Reaction Database (ORD), a public repository of structured organic reaction records. The task is: describe an organic reaction: reactants, conditions, products, and yield Product: C(CCC)NC(=O)CCCCOC1=NC=C(C(=O)N[C@H]2[C@@H](CCCC2)O)C=C1C1=CC=C(C=C1)Cl (6-(4-Butylcarbamoyl-butoxy)-5-(4-chloro-phenyl)-N-((1R,2R)-2-hydroxy-cyclohexyl)-nicotinamide). The solvent is CN(C)C=O (DMF). As a reaction SMILES: [Cl:1][C:2]1[CH:7]=[CH:6][C:5]([C:8]2[C:9]([O:24][CH2:25][CH2:26][CH2:27][CH2:28][C:29](O)=[O:30])=[N:10][CH:11]=[C:12]([C:14](=[O:23])[NH:15][C@@H:16]3[CH2:21][CH2:20][CH2:19][CH2:18][C@H:17]3[OH:22])[CH:13]=2)=[CH:4][CH:3]=1.CN(C(O[N:40]1N=N[C:42]2[CH:43]=[CH:44]C=C[C:41]1=2)=[N+](C)C)C.[B-](F)(F)(F)F.C(N(CC)C(C)C)(C)C>CN(C=O)C>[CH2:41]([NH:40][C:29]([CH2:28][CH2:27][CH2:26][CH2:25][O:24][C:9]1[C:8]([C:5]2[CH:6]=[CH:7][C:2]([Cl:1])=[CH:3][CH:4]=2)=[CH:13][C:12]([C:14]([NH:15][C@@H:16]2[CH2:21][CH2:20][CH2:19][CH2:18][C@H:17]2[OH:22])=[O:23])=[CH:11][N:10]=1)=[O:30])[CH2:42][CH2:43][CH3:44] |f:1.2|. Procedure: 5-[3-(4-Chloro-phenyl)-5-((1R,2R)-2-hydroxy-cyclohexylcarbamoyl)-pyridin-2-yloxy]-pentanoic acid (20 mg) was dissolved in DMF (1 mL). To the solution was added TBTU (16 mg), N,N-diisopropylethyl amine (0.038 mL, 42) and (N)-butylamine (0.005 mL). The reaction mixture was stirred for 16 h at room temperature. The solvent was evaporated in vacuo and the residue was purified by column chromatography on silica (dichloromethane/methanol gradient) to yield 21 mg of the title compound as a white solid,... Reactants: CN(C)C(=[N+](C)C)ON1C2=C(C=CC=C2)N=N1.[B-](F)(F)(F)F (TBTU), C(C)(C)N(C(C)C)CC (N,N-diisopropylethyl amine), (N)-butylamine, ClC1=CC=C(C=C1)C=1C(=NC=C(C1)C(N[C@H]1[C@@H](CCCC1)O)=O)OCCCCC(=O)O (5-[3-(4-Chloro-phenyl)-5-((1R,2R)-2-hydroxy-cyclohexylcarbamoyl)-pyridin-2-yloxy]-pentanoic acid). Reaction conditions: time 16 hour. Yield: 93.5%.